describe an organic reaction: reactants, conditions, products, and yield From a dataset of the Open Reaction Database (ORD), a public repository of structured organic reaction records. Starting materials: Cl (hydrochloric acid), C(C)(C)(C)OC(=O)NCC(=O)N[C@@H]1C[C@H](N(C1)C(=O)OC(C)(C)C)C(=O)N1CCN(CC1)C1=CC=C(C=C1)F (1-[trans-4-(N-tert-butoxycarbonylglycylamino)-N-tert-butoxycarbonyl-L-prolyl]-4-(4-fluorophenyl)piperazine). Run in O1CCOCC1 (1,4-dioxane), O1CCOCC1 (1,4-dioxane). Conditions: time 30 minute. Yields the product Cl.Cl.NCC(=O)N[C@@H]1C[C@H](NC1)C(=O)N1CCN(CC1)C1=CC=C(C=C1)F (1-(trans-4-Glycylamino-L-Prolyl)-4-[4-Fluorophenyl)piperazine Dihydrochloride). RXN SMILES: [ClH:1].C(OC([NH:9][CH2:10][C:11]([NH:13][C@H:14]1[CH2:18][N:17](C(OC(C)(C)C)=O)[C@H:16]([C:26]([N:28]2[CH2:33][CH2:32][N:31]([C:34]3[CH:39]=[CH:38][C:37]([F:40])=[CH:36][CH:35]=3)[CH2:30][CH2:29]2)=[O:27])[CH2:15]1)=[O:12])=O)(C)(C)C>O1CCOCC1>[ClH:1].[ClH:1].[NH2:9][CH2:10][C:11]([NH:13][C@H:14]1[CH2:18][NH:17][C@H:16]([C:26]([N:28]2[CH2:33][CH2:32][N:31]([C:34]3[CH:35]=[CH:36][C:37]([F:40])=[CH:38][CH:39]=3)[CH2:30][CH2:29]2)=[O:27])[CH2:15]1)=[O:12] |f:3.4.5|. Procedure: A solution of 4 N hydrochloric acid in 1,4-dioxane (2.5 mL) was added to a solution of 1-[trans-4-(N-tert-butoxycarbonylglycylamino)-N-tert-butoxycarbonyl-L-prolyl]-4-(4-fluorophenyl)piperazine (A, 83 mg) in 1,4-dioxane (2.5 mL) at room temperature. After stirring at room temperature for 30 min, the reaction mixture was evaporated in vacuo. The residue was washed with ether to give the titled compound (43 mg) as a white powder: 1H NMR (400 MHz, D2O) δ 2.51 (m, 1H), 2.63 (m, 1H), 3.48 (dd, J=4.4,...